This data is from the Open Reaction Database (ORD), a public repository of structured organic reaction records. The task is: describe an organic reaction: reactants, conditions, products, and yield Reactants: C1(=CC=CC=C1)S(=O)(=O)N(C(=O)OCC)C (benzenesulfonyl-methyl-urethane), ClC1CCC(CC1)N.C(C)(=O)[O-] (4-chlorocyclohexylamine acetate), O (water), CO.CN(C=O)C (methanol dimethylformamide). Solvent: O1CCOCC1 (dioxane). Product: 2-methoxy-5-chlorobenzamido, ClC1CCC(CC1)NC(N)=O (N'-(4-chlorocyclohexyl)-urea). RXN SMILES: C1(S([N:10](C)[C:11](OCC)=[O:12])(=O)=O)C=CC=CC=1.[Cl:17][CH:18]1[CH2:23][CH2:22][CH:21]([NH2:24])[CH2:20][CH2:19]1.C([O-])(=O)C.O.CO.CN(C)C=O>O1CCOCC1>[Cl:17][CH:18]1[CH2:23][CH2:22][CH:21]([NH:24][C:11](=[O:12])[NH2:10])[CH2:20][CH2:19]1 |f:1.2,4.5|. Procedure details: 4.26 g of N-[4-(β-<2-methoxy-5-chlorobenzamido>-ethyl)-benzenesulfonyl-methyl-urethane are heated for 1 1/2 hours in a reflux condenser in 100 ml dioxane with 2 g of 4-chlorocyclohexylamine-acetate. After addition of water and recrystallization of the precipitating product from methanol/dimethylformamide there is obtained in good yield the N-[4-<2-methoxy-5-chlorobenzamido>-ethyl)-benzenesulfonyl]-N'-(4-chlorocyclohexyl)-urea melting at 177° -178°C.